From a dataset of the Open Reaction Database (ORD), a public repository of structured organic reaction records. describe an organic reaction: reactants, conditions, products, and yield The reactants are ClCCl, CN=C=O, CN(C)C=O, CCOC(C)=O, NCc1ccccc1-c1ccc(CO)c(Br)c1. Product: CNC(=O)NCc1ccccc1-c1ccc(CO)c(Br)c1. As a reaction SMILES: [CH2:22]([Cl:23])[Cl:24].[CH3:18][N:19]=[C:20]=[O:21].[CH3:25][N:26]([CH3:27])[CH:28]=[O:29].[CH3:30][CH2:31][O:32][C:33](=[O:34])[CH3:35].[NH2:1][CH2:2][c:3]1[c:4](-[c:9]2[cH:10][c:11]([Br:17])[c:12]([CH2:15][OH:16])[cH:13][cH:14]2)[cH:5][cH:6][cH:7][cH:8]1>>[NH:1]([CH2:2][c:3]1[c:4](-[c:9]2[cH:10][c:11]([Br:17])[c:12]([CH2:15][OH:16])[cH:13][cH:14]2)[cH:5][cH:6][cH:7][cH:8]1)[C:20]([NH:19][CH3:18])=[O:21]. The reactants are CC(C)(C)OC(=O)N1CCC(COc2ccc(-c3ccc(S(C)(=O)=O)cc3)nc2)CC1, ClCCl, O=C(O)C(F)(F)F. RXN SMILES: [CH3:8][S:9](=[O:10])(=[O:11])[c:12]1[cH:13][cH:14][c:15](-[c:18]2[cH:19][cH:20][c:21]([O:24][CH2:25][CH:26]3[CH2:27][CH2:28][N:29]([C:32]([O:33][C:34]([CH3:35])([CH3:36])[CH3:37])=[O:38])[CH2:30][CH2:31]3)[cH:22][n:23]2)[cH:16][cH:17]1.[Cl:39][CH2:40][Cl:41].[F:1][C:2]([F:3])([F:4])[C:5]([OH:6])=[O:7]>>[CH3:8][S:9](=[O:10])(=[O:11])[c:12]1[cH:13][cH:14][c:15](-[c:18]2[cH:19][cH:20][c:21]([O:24][CH2:25][CH:26]3[CH2:27][CH2:28][NH:29][CH2:30][CH2:31]3)[cH:22][n:23]2)[cH:16][cH:17]1. Yields the product CS(=O)(=O)c1ccc(-c2ccc(OCC3CCNCC3)cn2)cc1. Reactants: Cl.ClC=1C=C(C=NC1OC(C)C)C1=NC(=NO1)C1=CC2=C(CCNCC2)C=C1 (7-(5-{5-Chloro-6-[(1-methylethyl)oxy]-3-pyridinyl}-1,2,4-oxadiazol-3-yl)-2,3,4,5-tetrahydro-1H-3-benzazepine hydrochloride), C([O-])([O-])=O.[K+].[K+] (potassium carbonate), BrCCCC(=O)OCC (ethyl 4-bromobutanoate). Solvent: CN(C=O)C (N,N-dimethylformamide). Run at temperature 100 celsius, time 2 hour. Product: ClC=1C=C(C=NC1OC(C)C)C1=NC(=NO1)C1=CC2=C(CCN(CC2)CCCC(=O)OCC)C=C1 (Ethyl 4-[7-(5-{5-chloro-6-[(1-methylethyl)oxy]-3-pyridinyl}-1,2,4-oxadiazol-3-yl)-1,2,4,5-tetrahydro-3H-3-benzazepin-3-yl]butanoate). Reaction SMILES: Cl.[Cl:2][C:3]1[CH:4]=[C:5]([C:13]2[O:17][N:16]=[C:15]([C:18]3[CH:28]=[CH:27][C:21]4[CH2:22][CH2:23][NH:24][CH2:25][CH2:26][C:20]=4[CH:19]=3)[N:14]=2)[CH:6]=[N:7][C:8]=1[O:9][CH:10]([CH3:12])[CH3:11].C(=O)([O-])[O-].[K+].[K+].Br[CH2:36][CH2:37][CH2:38][C:39]([O:41][CH2:42][CH3:43])=[O:40]>CN(C)C=O>[Cl:2][C:3]1[CH:4]=[C:5]([C:13]2[O:17][N:16]=[C:15]([C:18]3[CH:28]=[CH:27][C:21]4[CH2:22][CH2:23][N:24]([CH2:36][CH2:37][CH2:38][C:39]([O:41][CH2:42][CH3:43])=[O:40])[CH2:25][CH2:26][C:20]=4[CH:19]=3)[N:14]=2)[CH:6]=[N:7][C:8]=1[O:9][CH:10]([CH3:11])[CH3:12] |f:0.1,2.3.4|. Procedure: 7-(5-{5-Chloro-6-[(1-methylethyl)oxy]-3-pyridinyl}-1,2,4-oxadiazol-3-yl)-2,3,4,5-tetrahydro-1H-3-benzazepine hydrochloride (Example 50) (192 mg, 0.499 mmol) in N,N-dimethylformamide (2 ml) at room temperature was treated with potassium carbonate (103 mg, 0.748 mmol) and ethyl 4-bromobutanoate (0.09 ml, 0.60 mmol). The mixture was heated to 100° C. After ca. 2 hrs, the mixture was cooled and concentrated. The residue was partitioned between ethyl acetate and water. The ethyl acetate layer was was... Reaction SMILES: [C:18](=[O:19])([O-:20])[O-:21].[CH3:24][I:25].[CH3:26][N:27]([CH3:28])[CH:29]=[O:30].[K+:22].[K+:23].[OH:1][c:2]1[c:3]([CH2:15][CH2:16][CH3:17])[c:4]([CH:5]=[O:6])[cH:7][c:8]([N+:12](=[O:13])[O-:14])[c:9]1[O:10][CH3:11]>>[O:1]([c:2]1[c:3]([CH2:15][CH2:16][CH3:17])[c:4]([CH:5]=[O:6])[cH:7][c:8]([N+:12](=[O:13])[O-:14])[c:9]1[O:10][CH3:11])[CH3:18]. Yields the product CCCc1c(C=O)cc([N+](=O)[O-])c(OC)c1OC. Starting materials: O=C([O-])[O-], CI, CN(C)C=O, [K+], [K+], CCCc1c(C=O)cc([N+](=O)[O-])c(OC)c1O. The reactants are CC#N, CCN(C(C)C)C(C)C, O=[N+]([O-])c1ccc(F)c(F)c1, NCc1ccccc1. Product: O=[N+]([O-])c1ccc(NCc2ccccc2)c(F)c1. As a reaction SMILES: [CH3:29][C:30]#[N:31].[CH:12]([N:13]([CH2:14][CH3:15])[CH:16]([CH3:17])[CH3:18])([CH3:19])[CH3:20].[F:1][c:2]1[cH:3][c:4]([N+:9](=[O:10])[O-:11])[cH:5][cH:6][c:7]1[F:8].[NH2:21][CH2:22][c:23]1[cH:24][cH:25][cH:26][cH:27][cH:28]1>>[F:1][c:2]1[cH:3][c:4]([N+:9](=[O:10])[O-:11])[cH:5][cH:6][c:7]1[NH:21][CH2:22][c:23]1[cH:24][cH:25][cH:26][cH:27][cH:28]1.